From a dataset of the Open Reaction Database (ORD), a public repository of structured organic reaction records. describe an organic reaction: reactants, conditions, products, and yield Starting materials: OC1=C(C=C(C=C1)CCO)N1N=C2C(=N1)C=CC=C2 (2-(2'-Hydroxy-5'-hydroxyethylphenyl)-2H-benzotriazole), C(C(=C)C)(=O)O (methacrylic acid), C1(O)=CC=C(O)C=C1 (hydroquinone), O.C1(=CC=C(C=C1)S(=O)(=O)O)C (p-toluenesulfonic acid monohydrate), monohydrate. The solvent is C1(=CC=CC=C1)C (toluene). Conditions: time 15.5 hour. Yields the product OC1=C(C=C(C=C1)CCOC(C(=C)C)=O)N1N=C2C(=N1)C=CC=C2 (2-(2'-Hydroxy-5'-methacrylyloxyethylphenyl)-2H-benzotriazole). As a reaction SMILES: [OH:1][C:2]1[CH:7]=[CH:6][C:5]([CH2:8][CH2:9][OH:10])=[CH:4][C:3]=1[N:11]1[N:15]=[C:14]2[CH:16]=[CH:17][CH:18]=[CH:19][C:13]2=[N:12]1.[C:20](O)(=[O:24])[C:21]([CH3:23])=[CH2:22].C1(C=CC(O)=CC=1)O.O.C1(C)C=CC(S(O)(=O)=O)=CC=1>C1(C)C=CC=CC=1>[OH:1][C:2]1[CH:7]=[CH:6][C:5]([CH2:8][CH2:9][O:10][C:20](=[O:24])[C:21]([CH3:23])=[CH2:22])=[CH:4][C:3]=1[N:11]1[N:15]=[C:14]2[CH:16]=[CH:17][CH:18]=[CH:19][C:13]2=[N:12]1 |f:3.4|. Reported procedure: 2-(2'-Hydroxy-5'-hydroxyethylphenyl)-2H-benzotriazole (150 g, 0.59 mol), methacrylic acid (55 ml, 0.65 mol), hydroquinone (2.4 g), p-toluenesulfonic acid monohydrate (3 g) and toluene (2 l) were placed in a 3 liter flask equipped with a Dean and Stark receiver. After 1.5 hours of refluxing the mixture, another 2.7 g of p-toluenesolfonic acid monohydrate was added and the refluxing was continued for another 15.5 hours. Approximately 10 ml of water was collected (theoretical: 10.6 g) and the yield...